From a dataset of the Open Reaction Database (ORD), a public repository of structured organic reaction records. describe an organic reaction: reactants, conditions, products, and yield Reactants: CC(C)N1CCC(Oc2ccc3c(c2)cc(C(=O)N2CCNCC2)n3C(C)C)CC1, COC(=O)Cl, Cl. Product: COC(=O)N1CCN(C(=O)c2cc3cc(OC4CCN(C(C)C)CC4)ccc3n2C(C)C)CC1. RXN SMILES: [CH:2]([CH3:3])([CH3:4])[n:5]1[c:6]([C:24](=[O:25])[N:26]2[CH2:27][CH2:28][NH:29][CH2:30][CH2:31]2)[cH:7][c:8]2[cH:9][c:10]([O:14][CH:15]3[CH2:16][CH2:17][N:18]([CH:21]([CH3:22])[CH3:23])[CH2:19][CH2:20]3)[cH:11][cH:12][c:13]12.[Cl:32][C:33](=[O:34])[O:35][CH3:36].[ClH:1]>>[CH:2]([CH3:3])([CH3:4])[n:5]1[c:6]([C:24](=[O:25])[N:26]2[CH2:27][CH2:28][N:29]([C:33](=[O:34])[O:35][CH3:36])[CH2:30][CH2:31]2)[cH:7][c:8]2[cH:9][c:10]([O:14][CH:15]3[CH2:16][CH2:17][N:18]([CH:21]([CH3:22])[CH3:23])[CH2:19][CH2:20]3)[cH:11][cH:12][c:13]12. The reactants are Cl.[Cl-].NC1=NC(=NC=C1C[N+]=1C(=C2C(=CC1)C=CS2)C)CC (6-[(4-amino-2-ethyl-5-pyrimidinyl)methyl]-7-methylthieno[2,3-c]pyridinium chloride hydrochloride), [Na+].[Na+].C1(=CC=CC=2C(=CC=CC12)S(=O)(=O)[O-])S(=O)(=O)[O-] (1,5-naphthalenedisulfonic acid disodium salt). Solvent: O (water). Product: O.C1(=CC=CC=2C(=CC=CC12)S(=O)(=O)[O-])S(=O)(=O)[O-].NC=1N(CN=CC1C[N+]=1C(=C2C(=CC1)C=CS2)C)CC.NC=2N(CN=CC2C[N+]=2C(=C1C(=CC2)C=CS1)C)CC (6-[(4-Amino-3-ethyl-5-pyrimidinyl)methyl]-7-methylthieno-[2,3-c]pyridinium 1,5-naphthalene disulfonate monohydrate). Reaction SMILES: Cl.[Cl-].[NH2:3][C:4]1[C:9]([CH2:10][N+:11]2[C:12]([CH3:20])=[C:13]3[S:19][CH:18]=[CH:17][C:14]3=[CH:15][CH:16]=2)=[CH:8][N:7]=[C:6](CC)[N:5]=1.[Na+].[Na+].[C:25]1([S:39]([O-:42])(=[O:41])=[O:40])[C:34]2[CH:33]=[CH:32][CH:31]=[C:30]([S:35]([O-:38])(=[O:37])=[O:36])[C:29]=2[CH:28]=[CH:27][CH:26]=1>O>[OH2:36].[C:25]1([S:39]([O-:42])(=[O:41])=[O:40])[C:34]2[CH:33]=[CH:32][CH:31]=[C:30]([S:35]([O-:38])(=[O:37])=[O:36])[C:29]=2[CH:28]=[CH:27][CH:26]=1.[NH2:3][C:4]1[N:5]([CH2:25][CH3:26])[CH2:6][N:7]=[CH:8][C:9]=1[CH2:10][N+:11]1[C:12]([CH3:20])=[C:13]2[S:19][CH:18]=[CH:17][C:14]2=[CH:15][CH:16]=1.[NH2:3][C:4]1[N:5]([CH2:25][CH3:26])[CH2:6][N:7]=[CH:8][C:9]=1[CH2:10][N+:11]1[C:12]([CH3:20])=[C:13]2[S:19][CH:18]=[CH:17][C:14]2=[CH:15][CH:16]=1 |f:0.1.2,3.4.5,7.8.9.10|. Procedure: To a mixture of 6-[(4-amino-2-ethyl-5-pyrimidinyl)methyl]-7-methylthieno[2,3-c]pyridinium chloride hydrochloride (7.14 g., 0.02 mole) and 1,5-naphthalenedisulfonic acid disodium salt (7.73 g., 0.021 mole), there is added 75 ml. water. The reaction mixture is heated on a steam bath for two hours and then cooled to room temperature. The precipitate is collected by filtration, washed with some fresh water, then acetone, and finally air dried to give the product as a colorless, analytically pure sol... Starting materials: CN(C)C=O, O=C(O)c1cc(C(F)(F)F)cc(Cl)c1F, [NH4+], [OH-], O=S(Cl)Cl. Yields the product NC(=O)c1cc(C(F)(F)F)cc(Cl)c1F. RXN SMILES: [CH3:22][N:23]([CH3:24])[CH:25]=[O:26].[Cl:5][c:6]1[c:7]([F:19])[c:8]([C:9](=[O:10])[OH:11])[cH:12][c:13]([C:15]([F:16])([F:17])[F:18])[cH:14]1.[NH4+:20].[OH-:21].[S:1]([Cl:2])([Cl:3])=[O:4]>>[Cl:5][c:6]1[c:7]([F:19])[c:8]([C:9](=[O:10])[NH2:20])[cH:12][c:13]([C:15]([F:16])([F:17])[F:18])[cH:14]1. Reactants: CC1=C(C=C(C=C1)[N+](=O)[O-])O (2-methyl-5-nitrophenol), C(=O)([O-])[O-].[K+].[K+] (K2CO3), BrC(C)C (2-bromopropane). The solvent is CN(C=O)C (dimethylformamide). Reaction conditions: temperature 60 celsius. Product: CC(C)OC1=C(C=CC(=C1)[N+](=O)[O-])C (1-(1-methylethoxy)-2-methyl-5-nitrobenzene). RXN SMILES: [CH3:1][C:2]1[CH:7]=[CH:6][C:5]([N+:8]([O-:10])=[O:9])=[CH:4][C:3]=1[OH:11].C([O-])([O-])=O.[K+].[K+].Br[CH:19]([CH3:21])[CH3:20]>CN(C)C=O>[CH3:20][CH:19]([O:11][C:3]1[CH:4]=[C:5]([N+:8]([O-:10])=[O:9])[CH:6]=[CH:7][C:2]=1[CH3:1])[CH3:21] |f:1.2.3|. Procedure details: 2-methyl-5-nitroaniline (40 g) was dissolved in refluxing 10% sulphuric acid (600 ml), cooled to 0° C. whereupon the salt separates out. With continuous stirring, sodium nitrite solid (18 g) was added in small portions. The diazitization was complete when a positive starch/KI test was observed. This diazonium solution was added at once to a vigorously refluxing solution of water (800 ml) and concentrated sulphuric acid (400 ml). Refluxing was continued until all gassing had ceased. A solid had p... The reactants are ClC1=C(OC=2C=C(C(=O)Cl)C=CC2)C=C(C=C1)Cl (3-(2,5-dichlorophenoxy)benzoic acid chloride), C(C)N (ethylamine). Run in C(C)(=O)OCC (ethyl acetate), C(C)(=O)OCC (Ethyl acetate). Product: C(C)NC(C1=CC(=CC=C1)OC1=C(C=CC(=C1)Cl)Cl)=O (N-ethyl-3-(2,5-dichlorophenoxy)benzamide). Yield: 90.7%. RXN SMILES: [CH2:1]([NH2:3])[CH3:2].[Cl:4][C:5]1[CH:20]=[CH:19][C:18]([Cl:21])=[CH:17][C:6]=1[O:7][C:8]1[CH:9]=[C:10]([CH:14]=[CH:15][CH:16]=1)[C:11](Cl)=[O:12]>C(OCC)(=O)C>[CH2:1]([NH:3][C:11](=[O:12])[C:10]1[CH:14]=[CH:15][CH:16]=[C:8]([O:7][C:6]2[CH:17]=[C:18]([Cl:21])[CH:19]=[CH:20][C:5]=2[Cl:4])[CH:9]=1)[CH3:2]. Procedure details: Ethyl acetate (50 ml) was added to 1.4 g of an aqueous ethylamine solution (70%), and an ethyl acetate solution containing 3.0 g of 3-(2,5-dichlorophenoxy)benzoic acid chloride was dropwise added thereto with stirring, during which the reaction mixture was cooled in an ice bath. After the addition was finished, the mixture was stirred for 1 hour at room temperature. The reaction mixture was washed with 1 N hydrochloric acid, water, 1% aqueous sodium hydroxide solution and water saturated with so... Reactants: CN1CCC(=CC1)B1OC(C(O1)(C)C)(C)C (1-methyl-4-(4,4,5,5-tetramethyl-1,3,2-dioxaborolan-2-yl)-1,2,3,6-tetrahydropyridine), BrC=1C=CC(=NC1)[N+](=O)[O-] (5-bromo-2-nitropyridine), C(=O)([O-])[O-].[Na+].[Na+] (Na2CO3), O1CCOCC1 (dioxane). Reagents/catalysts: C=1C=CC(=CC1)[P](C=2C=CC=CC2)(C=3C=CC=CC3)[Pd]([P](C=4C=CC=CC4)(C=5C=CC=CC5)C=6C=CC=CC6)([P](C=7C=CC=CC7)(C=8C=CC=CC8)C=9C=CC=CC9)[P](C=1C=CC=CC1)(C=1C=CC=CC1)C=1C=CC=CC1 (Pd(PPh3)4). Run in C(Cl)Cl (CH2Cl2). Reaction conditions: temperature 100 celsius. Product: CN1CCC(=CC1)C=1C=CC(=NC1)[N+](=O)[O-] (5-(1-Methyl-1,2,3,6-tetrahydropyridin-4-yl)-2-nitropyridine). As a reaction SMILES: [CH3:1][N:2]1[CH2:7][CH:6]=[C:5](B2OC(C)(C)C(C)(C)O2)[CH2:4][CH2:3]1.Br[C:18]1[CH:19]=[CH:20][C:21]([N+:24]([O-:26])=[O:25])=[N:22][CH:23]=1.C([O-])([O-])=O.[Na+].[Na+].O1CCOCC1>C1C=CC([P]([Pd]([P](C2C=CC=CC=2)(C2C=CC=CC=2)C2C=CC=CC=2)([P](C2C=CC=CC=2)(C2C=CC=CC=2)C2C=CC=CC=2)[P](C2C=CC=CC=2)(C2C=CC=CC=2)C2C=CC=CC=2)(C2C=CC=CC=2)C2C=CC=CC=2)=CC=1.C(Cl)Cl>[CH3:1][N:2]1[CH2:7][CH:6]=[C:5]([C:18]2[CH:19]=[CH:20][C:21]([N+:24]([O-:26])=[O:25])=[N:22][CH:23]=2)[CH2:4][CH2:3]1 |f:2.3.4,^1:42,44,63,82|. Reported procedure: To a round-bottomed flask equipped with a stirring bar, 1-methyl-4-(4,4,5,5-tetramethyl-1,3,2-dioxaborolan-2-yl)-1,2,3,6-tetrahydropyridine (1.50 g, 6.72 mmol), 5-bromo-2-nitropyridine (1.64 g, 8.07 mmol), Pd(PPh3)4 (388 mg, 0.336 mmol), Na2CO3 aqueous solution (1.0 N, 20.2 mL, 20.2 mmol), dioxane (60.6 mL) were added. The reaction mixture was heated at 100° C. for 10 hrs. CH2Cl2 (200 mL) was added to the resulting mixture was washed with water (30 mL×3). CH2Cl2(200 mL) was added and the resulti... Reactants: C(=O)(Cl)Cl (phosgene), C(C)(C)N(CC)C(C)C (diisopropylethylamine), ClC1=CC=C(C=C1)C1N=C(NC1C1=CC=C(C=C1)Cl)C=1C(=CC(=C(C1)S(=O)(=O)NC)Cl)OCC (5-[4,5-bis-(4-chloro-phenyl)-4,5-dihydro-1H-imidazol-2-yl]-2-chloro-4-ethoxy-N-methyl-benzenesulfonamide). The solvent is C(Cl)Cl (methylene chloride). Product: ClC1=CC(=C(C=C1S(NC)(=O)=O)C=1N(C(C(N1)C1=CC=C(C=C1)Cl)C1=CC=C(C=C1)Cl)C(=O)Cl)OCC (2-(4-chloro-2-ethoxy-5-methylsulfamoyl-phenyl)-4,5-bis-(4-chloro-phenyl)-4,5-dihydro-imidazole-1-carbonyl chloride). RXN SMILES: [Cl:1][C:2]1[CH:7]=[CH:6][C:5]([CH:8]2[CH:12]([C:13]3[CH:18]=[CH:17][C:16]([Cl:19])=[CH:15][CH:14]=3)[NH:11][C:10]([C:20]3[C:21]([O:32][CH2:33][CH3:34])=[CH:22][C:23]([Cl:31])=[C:24]([S:26]([NH:29][CH3:30])(=[O:28])=[O:27])[CH:25]=3)=[N:9]2)=[CH:4][CH:3]=1.[C:35](Cl)([Cl:37])=[O:36].C(N(C(C)C)CC)(C)C>C(Cl)Cl>[Cl:31][C:23]1[C:24]([S:26](=[O:28])(=[O:27])[NH:29][CH3:30])=[CH:25][C:20]([C:10]2[N:9]([C:35]([Cl:37])=[O:36])[CH:8]([C:5]3[CH:6]=[CH:7][C:2]([Cl:1])=[CH:3][CH:4]=3)[CH:12]([C:13]3[CH:14]=[CH:15][C:16]([Cl:19])=[CH:17][CH:18]=3)[N:11]=2)=[C:21]([O:32][CH2:33][CH3:34])[CH:22]=1. Procedure details: In an analogous manner as described in example 29, 5-[4,5-bis-(4-chloro-phenyl)-4,5-dihydro-1H-imidazol-2-yl]-2-chloro-4-ethoxy-N-methyl-benzenesulfonamide was treated with phosgene and diisopropylethylamine in methylene chloride to give 2-(4-chloro-2-ethoxy-5-methylsulfamoyl-phenyl)-4,5-bis-(4-chloro-phenyl)-4,5-dihydro-imidazole-1-carbonyl chloride. The crude carbamoyl chloride was then reacted with 1-hydroxybenzotriazole hydrate and diisopropylethylamine in methylene chloride to give the race...